The task is: describe an organic reaction: reactants, conditions, products, and yield. This data is from the Open Reaction Database (ORD), a public repository of structured organic reaction records. Reactants: C(CCC)N1C(N(C2=C(C1=O)C(=NN2)NC)CCO)=O (5-butyl-7-(2-hydroxyethyl)-3-methylaminopyrazolo[3,4-d]pyrimidine-4,6(5H,7H)-dione), S(=O)(Cl)Cl (thionyl chloride). Solvent: C(Cl)(Cl)Cl (chloroform), N1=CC=CC=C1 (pyridine). The product is C(CCC)N1C(N(C2=C(C1=O)C(=NN2)NC)CCCl)=O (5-Butyl-7-(2-chloroethyl)-3-methylaminopyrazolo[3,4-d]pyrimidine-4,6(5H,7H)-dione). The yield is 94.0%. Reaction SMILES: [CH2:1]([N:5]1[C:10](=[O:11])[C:9]2[C:12]([NH:15][CH3:16])=[N:13][NH:14][C:8]=2[N:7]([CH2:17][CH2:18]O)[C:6]1=[O:20])[CH2:2][CH2:3][CH3:4].S(Cl)([Cl:23])=O>C(Cl)(Cl)Cl.N1C=CC=CC=1>[CH2:1]([N:5]1[C:10](=[O:11])[C:9]2[C:12]([NH:15][CH3:16])=[N:13][NH:14][C:8]=2[N:7]([CH2:17][CH2:18][Cl:23])[C:6]1=[O:20])[CH2:2][CH2:3][CH3:4]. Procedure: To a suspension of 5-butyl-7-(2-hydroxyethyl)-3-methylaminopyrazolo[3,4-d]pyrimidine-4,6(5H,7H)-dione (2.5 g, 8.9 mM) in chloroform (30 ml) and pyridine (4 ml, 50 mM) was added thionyl chloride (3,7 ml, 50 mM) at room temperature. The solution was refluxed for 2 hours and concentrated to dryness under reduced pressure to give a syrup. The syrup was poured onto ice-water to give colorless powder. Recrystallization from DMF/methanol/water gave colorless crystals (2.5 g, 94%), m.p. 270°-272° C. Reactants: CCOC(=O)c1ccc(CC)[nH]1, CCOC(=O)c1cc(Cl)c(C)[nH]1. The product is CCOC(=O)c1cc(Cl)c(CC)[nH]1. RXN SMILES: [CH2:1]([CH3:2])[c:3]1[cH:4][cH:5][c:6]([C:8](=[O:9])[O:10][CH2:11][CH3:12])[nH:7]1.[Cl:13][c:14]1[cH:15][c:16]([C:17]([O:18][CH2:19][CH3:20])=[O:21])[nH:22][c:23]1[CH3:24]>>[CH2:1]([CH3:2])[c:3]1[c:4]([Cl:13])[cH:5][c:6]([C:8](=[O:9])[O:10][CH2:11][CH3:12])[nH:7]1. Starting materials: N1C=C(C2=CC=CC=C12)C(=O)OCC1N(CCCC1)C ((1-methyl-2-piperidyl)methyl 1H-indole-3-carboxylate), CI (methyl iodide). Run in C1=CC=CC=C1 (benzene), C1=CC=CC=C1 (benzene). Yields the product [I-].N1C=C(C2=CC=CC=C12)C(=O)OCC1[N+](CCCC1)(C)C (2-(1H-Indole-3-carbonyloxymethyl)-1,1-dimethylpiperidinium iodide). Yield: 71.8%. Reaction SMILES: [NH:1]1[C:9]2[C:4](=[CH:5][CH:6]=[CH:7][CH:8]=2)[C:3]([C:10]([O:12][CH2:13][CH:14]2[CH2:19][CH2:18][CH2:17][CH2:16][N:15]2[CH3:20])=[O:11])=[CH:2]1.[CH3:21][I:22]>C1C=CC=CC=1>[I-:22].[NH:1]1[C:9]2[C:4](=[CH:5][CH:6]=[CH:7][CH:8]=2)[C:3]([C:10]([O:12][CH2:13][CH:14]2[CH2:19][CH2:18][CH2:17][CH2:16][N+:15]2([CH3:21])[CH3:20])=[O:11])=[CH:2]1 |f:3.4|. Procedure: In benzene (10 ml) was dissolved by heating (1-methyl-2-piperidyl)methyl 1H-indole-3-carboxylate (0.10 g, 0.37 mmol) followed by addition of a benzene (5 ml) solution of methyl iodide (0.14 g, 0.99 mmol). The mixture was allowed to react in a stainless steel sealed tube at 100° C. for 2 hours. The reaction tube was cooled, and a reaction product was scraped out by a spatula, washed with IPE and dried (70° C.) under reduced pressure to give 0.11 g of the title compound as a yellow foamy solid. m.... Starting materials: CCCNC(=O)c1cccc(I)c1, C1CCNCC1, ClCCl, O, Cl[Pd]Cl, C#Cc1ccccc1, c1ccc(P(c2ccccc2)c2ccccc2)cc1, c1ccc(P(c2ccccc2)c2ccccc2)cc1. Product: CCCNC(=O)c1cccc(C#Cc2ccccc2)c1. Reaction SMILES: [CH2:1]([CH2:2][CH3:3])[NH:4][C:5]([c:6]1[cH:7][c:8]([I:12])[cH:9][cH:10][cH:11]1)=[O:13].[CH2:22]1[CH2:23][CH2:24][NH:25][CH2:26][CH2:27]1.[Cl:28][CH2:29][Cl:30].[OH2:72].[Pd:31]([Cl:32])[Cl:33].[c:14]1([C:20]#[CH:21])[cH:15][cH:16][cH:17][cH:18][cH:19]1.[c:34]1([P:35]([c:36]2[cH:37][cH:38][cH:39][cH:40][cH:41]2)[c:42]2[cH:43][cH:44][cH:45][cH:46][cH:47]2)[cH:48][cH:49][cH:50][cH:51][cH:52]1.[c:53]1([P:54]([c:55]2[cH:56][cH:57][cH:58][cH:59][cH:60]2)[c:61]2[cH:62][cH:63][cH:64][cH:65][cH:66]2)[cH:67][cH:68][cH:69][cH:70][cH:71]1>>[CH2:1]([CH2:2][CH3:3])[NH:4][C:5]([c:6]1[cH:7][c:8]([C:21]#[C:20][c:14]2[cH:15][cH:16][cH:17][cH:18][cH:19]2)[cH:9][cH:10][cH:11]1)=[O:13].